Dataset: the Open Reaction Database (ORD), a public repository of structured organic reaction records. Task: describe an organic reaction: reactants, conditions, products, and yield Reactants: Clc1ccc(NN=C(c2ccccc2)c2ccccc2)cc1, C[Si](C)(C)[N-][Si](C)(C)C, CI, COC(C)(C)C, [K+], C1CCOC1. Reaction SMILES: [C:1]([c:2]1[cH:3][cH:4][cH:5][cH:6][cH:7]1)([c:8]1[cH:9][cH:10][cH:11][cH:12][cH:13]1)=[N:14][NH:15][c:16]1[cH:17][cH:18][c:19]([Cl:22])[cH:20][cH:21]1.[CH3:23][Si:24]([CH3:25])([CH3:26])[N-:27][Si:28]([CH3:29])([CH3:30])[CH3:31].[CH3:33][I:34].[CH3:35][O:36][C:37]([CH3:38])([CH3:39])[CH3:40].[K+:32].[O:41]1[CH2:42][CH2:43][CH2:44][CH2:45]1>>[C:1]([c:2]1[cH:3][cH:4][cH:5][cH:6][cH:7]1)([c:8]1[cH:9][cH:10][cH:11][cH:12][cH:13]1)=[N:14][N:15]([c:16]1[cH:17][cH:18][c:19]([Cl:22])[cH:20][cH:21]1)[CH3:23]. Yields the product CN(N=C(c1ccccc1)c1ccccc1)c1ccc(Cl)cc1. The product is CSC1=CC=C(CN2C(C3=CC=CC=C3C2=O)=O)C=C1 (2-(4-(methylthio)benzyl)isoindoline-1,3-dione). Reactants: CSC1=CC=C(CN)C=C1 (4-(methylthio)benzylamine), C1(C=2C(C(=O)O1)=CC=CC2)=O (phthalic anhydride), C(C)(=O)O (acetic acid). Procedure details: A mixture of 4-(methylthio)benzylamine (2.00 mL, 2.20 g, 14.38 mmol) and phthalic anhydride (2.39 g, 15.79 mmol) in acetic acid (40 mL, 42 g, 700 mmol) is heated at reflux for 3 h. The mixture is concentrated under reduced pressure, and the residue is partitioned between water and dichloromethane. The phases are separated, and the aqueous phase is extracted twice with dichloromethane. The combined organic layers are concentrated under reduced pressure and the residue is purified by flash chromat... As a reaction SMILES: [CH3:1][S:2][C:3]1[CH:10]=[CH:9][C:6]([CH2:7][NH2:8])=[CH:5][CH:4]=1.[C:11]1(=O)[O:16][C:14](=[O:15])[C:13]2=[CH:17][CH:18]=[CH:19][CH:20]=[C:12]12.C(O)(=O)C>>[CH3:1][S:2][C:3]1[CH:10]=[CH:9][C:6]([CH2:7][N:8]2[C:14](=[O:15])[C:13]3[C:12](=[CH:20][CH:19]=[CH:18][CH:17]=3)[C:11]2=[O:16])=[CH:5][CH:4]=1. As a reaction SMILES: [CH2:1]([CH2:3][NH2:4])[OH:2].[C:5]1([C:14]2[C:9](=[CH:10][CH:11]=[CH:12][CH:13]=2)[CH2:8]O1)=[O:6]>>[OH:2][CH2:1][CH2:3][N:4]1[CH2:8][C:9]2[C:14](=[CH:13][CH:12]=[CH:11][CH:10]=2)[C:5]1=[O:6]. Procedure: Ethanolamine (4.78 g, 78.3 mmol) and phthalide (10.0 g, 74.6 mmol) were placed in a round-bottom flask equipped with a Dean-stark trap. The reaction mixture was heated at 150° C. for 4 h then 18 h at 205° C. The product was solidified upon cooling. Pure 2-(2-hydroxyethyl)isoindolinone (10.8 g, 82%) was isolated by recrystalization in CHC13/hexanes as a white crystal. 1H NMR (CDCl3, 300 MHz) δ3.02-3.15 (br, 1H), 3.78 (t, 2H, J=5.0 Hz), 3.93 (t, 2H, J=4.4 Hz), 4.52 (s, 2H), 7.42-7.58 (m, 3H), 7.84... Starting materials: C(O)CN (Ethanolamine), C1(=O)OCC2=CC=CC=C12 (phthalide). The product is OCCN1C(C2=CC=CC=C2C1)=O (2-(2-hydroxyethyl)isoindolinone). Run in hexanes. Run at temperature 150 celsius. Yield: 81.7%. Reactants: COC(C1=CC=C(C=C1)C=1C=NC(=C(C1)C=1SC2=C(N1)C=CC=C2)N)=O (4-(6-Amino-5-benzothiazol-2-ylpyridin-3-yl)-benzoic acid methyl ester), S1C(=NC2=C1C=CC=C2)C=2C(=NC=C(C2)B2OC(C(O2)(C)C)(C)C)N (3-Benzothiazol-2-yl-5-(4,4,5,5-tetramethyl-[1,3,2]dioxaborolan-2-yl)-pyridin-2-ylamine), COC(=O)C1=NC=CC(=C1)I (4-iodopyridine-2-carboxylic acid methyl ester), C(=O)([O-])[O-].[Cs+].[Cs+] (Cs2CO3). The reagents and catalysts are C=1C=CC(=CC1)[P](C=2C=CC=CC2)(C=3C=CC=CC3)[Pd]([P](C=4C=CC=CC4)(C=5C=CC=CC5)C=6C=CC=CC6)([P](C=7C=CC=CC7)(C=8C=CC=CC8)C=9C=CC=CC9)[P](C=1C=CC=CC1)(C=1C=CC=CC1)C=1C=CC=CC1 (Pd(PPh3)4). The solvent is O1CCOCC1.O (dioxane water). Yields the product COC(=O)C1=NC=CC(=C1)C=1C=NC(=C(C1)C=1SC2=C(N1)C=CC=C2)N (6-Amino-5-benzothiazol-2-yl-[3,4′]bipyridinyl-2′-carboxylic acid methyl ester). RXN SMILES: COC(=O)C1C=CC(C2C=NC(N)=C(C3SC4C=CC=CC=4N=3)C=2)=CC=1.[S:27]1[C:31]2[CH:32]=[CH:33][CH:34]=[CH:35][C:30]=2[N:29]=[C:28]1[C:36]1[C:37]([NH2:51])=[N:38][CH:39]=[C:40](B2OC(C)(C)C(C)(C)O2)[CH:41]=1.[CH3:52][O:53][C:54]([C:56]1[CH:61]=[C:60](I)[CH:59]=[CH:58][N:57]=1)=[O:55].C([O-])([O-])=O.[Cs+].[Cs+]>O1CCOCC1.O.C1C=CC([P]([Pd]([P](C2C=CC=CC=2)(C2C=CC=CC=2)C2C=CC=CC=2)([P](C2C=CC=CC=2)(C2C=CC=CC=2)C2C=CC=CC=2)[P](C2C=CC=CC=2)(C2C=CC=CC=2)C2C=CC=CC=2)(C2C=CC=CC=2)C2C=CC=CC=2)=CC=1>[CH3:52][O:53][C:54]([C:56]1[CH:61]=[C:60]([C:40]2[CH:39]=[N:38][C:37]([NH2:51])=[C:36]([C:28]3[S:27][C:31]4[CH:32]=[CH:33][CH:34]=[CH:35][C:30]=4[N:29]=3)[CH:41]=2)[CH:59]=[CH:58][N:57]=1)=[O:55] |f:3.4.5,6.7,^1:79,81,100,119|. Reported procedure: Following the procedure for 4-(6-Amino-5-benzothiazol-2-ylpyridin-3-yl)-benzoic acid methyl ester, the title compound was prepared from 3-benzothiazol-2-yl-5-(4,4,5,5-tetramethyl-[1,3,2]dioxaborolan-2-yl)-pyridin-2-ylamine (BB8) (1.41 g, 4.0 mmol), 4-iodopyridine-2-carboxylic acid methyl ester (0.85 g, 3.2 mmol), Pd(PPh3)4 (2 mol %) and Cs2CO3 (2.5 g, 7.7 mmol) in dioxane/water (5:1; 18 mL). 1H NMR (CD3OD, 300 MHz): δ=4.01 (s, 3H), 7.38-7.45 (m, 2H), 7.70 (dd, J=7.2, 2.4 Hz, 1H), 7.85 (d, J=6.8 ... The reactants are CC(C)(C)OC(=O)NCC#N, CO, N, O, S. Product: CC(C)(C)OC(=O)NCC(N)=S. Reaction SMILES: [C:3]([CH3:4])([CH3:5])([CH3:6])[O:7][C:8](=[O:9])[NH:10][CH2:11][C:12]#[N:13].[CH3:15][OH:16].[NH3:1].[OH2:14].[SH2:2]>>[S:2]=[C:12]([CH2:11][NH:10][C:8]([O:7][C:3]([CH3:4])([CH3:5])[CH3:6])=[O:9])[NH2:13]. The reactants are ClCCCl, CC(C)CC(=O)C(=O)O, CS(=O)(=O)c1ccc(N2CCC(C3CCNCC3)CC2)cc1, O, On1nnc2ccccc21. Product: CC(C)CC(=O)C(=O)N1CCC(C2CCN(c3ccc(S(C)(=O)=O)cc3)CC2)CC1. RXN SMILES: [CH2:21]([Cl:22])[CH2:23][Cl:24].[CH3:1][CH:2]([CH2:3][C:4]([C:5](=[O:6])[OH:7])=[O:8])[CH3:9].[CH3:25][S:26](=[O:27])(=[O:28])[c:29]1[cH:30][cH:31][c:32]([N:35]2[CH2:36][CH2:37][CH:38]([CH:41]3[CH2:42][CH2:43][NH:44][CH2:45][CH2:46]3)[CH2:39][CH2:40]2)[cH:33][cH:34]1.[OH2:10].[OH:11][n:12]1[c:13]2[cH:14][cH:15][cH:16][cH:17][c:18]2[n:19][n:20]1>>[CH3:1][CH:2]([CH2:3][C:4]([C:5](=[O:7])[N:44]1[CH2:43][CH2:42][CH:41]([CH:38]2[CH2:37][CH2:36][N:35]([c:32]3[cH:31][cH:30][c:29]([S:26]([CH3:25])(=[O:27])=[O:28])[cH:34][cH:33]3)[CH2:40][CH2:39]2)[CH2:46][CH2:45]1)=[O:8])[CH3:9]. Starting materials: [Si](C)(C)(C(C)(C)C)OCCCN1C(N(C=2N=C(N(C2C1=O)CC1=CC=C(C=C1)Cl)NCCC)C)=O (3-((tert-Butyldimethylsilyl)oxy)propyl-7-(4-chlorobenzyl)-3-methyl-8-(propylamino)-1H-purine-2,6(3H,7H)-dione), Cl (HCl). Run in C(C)O (ethanol). Reaction conditions: time 1 hour. Product: Cl.ClC1=CC=C(CN2C(=NC=3N(C(N(C(C23)=O)CCCO)=O)C)NCCC)C=C1 (7-(4-chlorobenzyl)-1-(3-hydroxypropyl)-3-methyl-8-(propylamino)-1H-purine-2,6(3H,7H)-dione hydrochloride). Isolated yield 202.7%. Reaction SMILES: [Si]([O:8][CH2:9][CH2:10][CH2:11][N:12]1[C:20](=[O:21])[C:19]2[N:18]([CH2:22][C:23]3[CH:28]=[CH:27][C:26]([Cl:29])=[CH:25][CH:24]=3)[C:17]([NH:30][CH2:31][CH2:32][CH3:33])=[N:16][C:15]=2[N:14]([CH3:34])[C:13]1=[O:35])(C(C)(C)C)(C)C.Cl>C(O)C>[ClH:29].[Cl:29][C:26]1[CH:25]=[CH:24][C:23]([CH2:22][N:18]2[C:19]3[C:20](=[O:21])[N:12]([CH2:11][CH2:10][CH2:9][OH:8])[C:13](=[O:35])[N:14]([CH3:34])[C:15]=3[N:16]=[C:17]2[NH:30][CH2:31][CH2:32][CH3:33])=[CH:28][CH:27]=1 |f:3.4|. Procedure details: Step 2 1-(3-((tert-Butyldimethylsilyl)oxy)propyl-7-(4-chlorobenzyl)-3-methyl-8-(propylamino)-1H-purine-2,6(3H,7H)-dione (0.15 g, 0.29 mmol) was dissolved in ethanol (3 mL) and 6N aqueous HCl (0.5 mL) was added. The clear solution was stirred at room temperature for 1 h. The reaction solvent was removed under reduced pressure to give 7-(4-chlorobenzyl)-1-(3-hydroxypropyl)-3-methyl-8-(propylamino)-1H-purine-2,6(3H,7H)-dione hydrochloride (0.13 g, 100% yield) as a white foam. LCMS retention time=3.... The reactants are FC1=CC=C2CCNC2=C1 (6-fluoroindoline), C(=O)(OC(C)(C)C)N1CCC(CC1)=O (1-Boc-4-piperidone), C(=O)([O-])[O-].[Na+].[Na+] (Na2CO3), [BH-](OC(=O)C)(OC(=O)C)OC(=O)C.[Na+] (NaBH(OAc)3). Run in C(Cl)Cl (CH2Cl2). Reaction conditions: time 1 hour. The product is FC1=CC=C2CCN(C2=C1)C1CCN(CC1)C(=O)OC(C)(C)C (tert-butyl 4-(6-fluoroindolin-1-yl)piperidine-1-carboxylate). Reaction SMILES: [F:1][C:2]1[CH:10]=[C:9]2[C:5]([CH2:6][CH2:7][NH:8]2)=[CH:4][CH:3]=1.[C:11]([N:18]1[CH2:23][CH2:22][C:21](=O)[CH2:20][CH2:19]1)([O:13][C:14]([CH3:17])([CH3:16])[CH3:15])=[O:12].[BH-](OC(C)=O)(OC(C)=O)OC(C)=O.[Na+].C([O-])([O-])=O.[Na+].[Na+]>C(Cl)Cl>[F:1][C:2]1[CH:10]=[C:9]2[C:5]([CH2:6][CH2:7][N:8]2[CH:21]2[CH2:22][CH2:23][N:18]([C:11]([O:13][C:14]([CH3:17])([CH3:16])[CH3:15])=[O:12])[CH2:19][CH2:20]2)=[CH:4][CH:3]=1 |f:2.3,4.5.6|. Procedure: To a solution of 6-fluoroindoline (9.36 g, 68 mmol) in CH2Cl2 (100 mL) was added 1-Boc-4-piperidone (13.6 g, 68 mmol). The resulting mixture was stirred at room temperature for 1 h and NaBH(OAc)3 (18 g, 85 mmol, 1.25 equiv) was added. The resulting mixture was stirred at room temperature for 24 h and was then poured slowly to a vigorously stirred Na2CO3(aq). After 30 min stirring, the layers were separated. The aqueous layer was extracted with CH2Cl2 (100 mL). The combined organic layer was wash... Reactants: [Cl-].[NH4+] (ammonium chloride), C(#N)C=1C=C2CC(NC2=CC1)=O (5-cyanooxindole), [H-].[Na+] (sodium hydride), Cl (hydrogen chloride), ClC1=NC=NC2=CC(=C(C=C12)OC)OCCN1C=NC=C1 (4-chloro-7-(2-(imidazol-1-yl)ethoxy)-6-methoxyquinazoline). Run in C(Cl)Cl (methylene chloride), C(Cl)Cl (methylene chloride), CN(C)C=O (DMF), CN(C)C=O (DMF), CO (methanol). Reaction conditions: time 30 minute. Yields the product Cl.C(#N)C=1C=C2C(C(NC2=CC1)=O)C1=NC=NC2=CC(=C(C=C12)OC)OCCN1C=NC=C1 (4-(5-cyanooxindol-3-yl)-7-(2-(imidazol-1-yl)ethoxy)-6-methoxyquinazoline hydrochloride). Isolated yield 23.1%. Reaction SMILES: [C:1]([C:3]1[CH:4]=[C:5]2[C:9](=[CH:10][CH:11]=1)[NH:8][C:7](=[O:12])[CH2:6]2)#[N:2].[H-].[Na+].[Cl:15][C:16]1[C:25]2[C:20](=[CH:21][C:22]([O:28][CH2:29][CH2:30][N:31]3[CH:35]=[CH:34][N:33]=[CH:32]3)=[C:23]([O:26][CH3:27])[CH:24]=2)[N:19]=[CH:18][N:17]=1.[Cl-].[NH4+].Cl>CN(C=O)C.C(Cl)Cl.CO>[ClH:15].[C:1]([C:3]1[CH:4]=[C:5]2[C:9](=[CH:10][CH:11]=1)[NH:8][C:7](=[O:12])[CH:6]2[C:16]1[C:25]2[C:20](=[CH:21][C:22]([O:28][CH2:29][CH2:30][N:31]3[CH:35]=[CH:34][N:33]=[CH:32]3)=[C:23]([O:26][CH3:27])[CH:24]=2)[N:19]=[CH:18][N:17]=1)#[N:2] |f:1.2,4.5,10.11|. Reported procedure: A solution of 5-cyanooxindole (2.96 g, 18.7 mmol), (Tet. Lett., 1987, 28, 4027), in DMF (35 ml) was added dropwise under nitrogen to sodium hydride (749 mg, 18.7 mmol, prewashed with hexane) in DMF (15 ml). The mixture was stirred for 30 minutes at ambient temperature and 4-chloro-7-(2-(imidazol-1-yl)ethoxy)-6-methoxyquinazoline (1.98 g, 18.7 mmol), (prepared as described for the starting material in Example 22), was added as a solid. The mixture was heated at 55° C. for 45 minutes, allowed to c... Reaction SMILES: [Br:22][c:23]1[s:24][cH:25][cH:26][n:27]1.[CH2:1]([CH3:2])[N:3]1[c:4]2[c:5]([cH:18][cH:19][cH:20][n:21]2)[N:6]([CH3:17])[C:7](=[O:16])[c:8]2[c:9]1[n:10][cH:11][c:12]([C:14]#[CH:15])[cH:13]2>>[CH2:1]([CH3:2])[N:3]1[c:4]2[c:5]([cH:18][cH:19][cH:20][n:21]2)[N:6]([CH3:17])[C:7](=[O:16])[c:8]2[c:9]1[n:10][cH:11][c:12]([CH2:14][CH2:15][c:23]1[s:24][cH:25][cH:26][n:27]1)[cH:13]2. Reactants: Brc1nccs1, C#Cc1cnc2c(c1)C(=O)N(C)c1cccnc1N2CC. Yields the product CCN1c2ncc(CCc3nccs3)cc2C(=O)N(C)c2cccnc21.